This data is from the Open Reaction Database (ORD), a public repository of structured organic reaction records. The task is: describe an organic reaction: reactants, conditions, products, and yield The reactants are Clc1ccccc1, N#CC(O)c1ccccc1, O=S(=O)(O)O. Product: N#CC(c1ccccc1)c1ccc(Cl)cc1. Reaction SMILES: [Cl:16][c:17]1[cH:18][cH:19][cH:20][cH:21][cH:22]1.[OH:1][CH:2]([C:3]#[N:4])[c:5]1[cH:6][cH:7][cH:8][cH:9][cH:10]1.[S:11](=[O:12])(=[O:13])([OH:14])[OH:15]>>[CH:2]([C:3]#[N:4])([c:5]1[cH:6][cH:7][cH:8][cH:9][cH:10]1)[c:20]1[cH:19][cH:18][c:17]([Cl:16])[cH:22][cH:21]1. Reactants: [H-].[Na+] (NaH), CC1(CC(C=2C=CNC2C1)=O)C (6,6-dimethyl-4,5,6,7-tetrahydro-1H-indol-4-one), C(C)(C)[Si](C(C)C)(C(C)C)Cl (triisopropylsilyl chloride). The solvent is CN(C)C=O (DMF). Run at time 30 minute. Product: CC1(CC(C=2C=CN(C2C1)[Si](C(C)C)(C(C)C)C(C)C)=O)C (6,6-Dimethyl-1-(triisopropylsilyl)-4,5,6,7-tetrahydroindol-4-one). Isolated yield 39.5%. RXN SMILES: [CH3:1][C:2]1([CH3:12])[CH2:10][C:9]2[NH:8][CH:7]=[CH:6][C:5]=2[C:4](=[O:11])[CH2:3]1.[H-].[Na+].[CH:15]([Si:18](Cl)([CH:22]([CH3:24])[CH3:23])[CH:19]([CH3:21])[CH3:20])([CH3:17])[CH3:16]>CN(C=O)C>[CH3:1][C:2]1([CH3:12])[CH2:10][C:9]2[N:8]([Si:18]([CH:22]([CH3:24])[CH3:23])([CH:19]([CH3:21])[CH3:20])[CH:15]([CH3:17])[CH3:16])[CH:7]=[CH:6][C:5]=2[C:4](=[O:11])[CH2:3]1 |f:1.2|. Procedure: A solution of 6,6-dimethyl-4,5,6,7-tetrahydro-1H-indol-4-one (3.8 g, 23 mmol) in DMF (25 mL) was cooled to 0° C. and NaH (1.02 g of a 60% dispersion in mineral oil, 26 mmol) was added portionwise. The mixture was stirred for 30 min then triisopropylsilyl chloride (5.6 mL, 26 mmol) was added at 0° C. and stirring continued for 1 hr. The mixture was warmed to room temperature then extracted with ether (3×). The combined organic layers were dried (MgSO4) and evaporated. The residue was chromatograp... The reactants are CC(=O)C=1C=CC(=CC1)O.C1(=CC=CC=C1)NN (4-Hydroxyacetophenone phenylhydrazine), Cl (HCl). The reagents and catalysts are [Cl-].[Zn+2].[Cl-] (zinc chloride). Conditions: time 1 hour. The product is OC1=CC=C(C=C1)C=1NC2=CC=CC=C2C1 (2-(4-Hydroxyphenyl)indole). The yield is 42.2%. As a reaction SMILES: [CH3:1][C:2]([C:4]1[CH:5]=[CH:6][C:7]([OH:10])=[CH:8][CH:9]=1)=O.[C:11]1([NH:17]N)[CH:16]=[CH:15][CH:14]=[CH:13][CH:12]=1.Cl>[Cl-].[Zn+2].[Cl-]>[OH:10][C:7]1[CH:6]=[CH:5][C:4]([C:2]2[NH:17][C:11]3[C:16]([CH:1]=2)=[CH:15][CH:14]=[CH:13][CH:12]=3)=[CH:9][CH:8]=1 |f:0.1,3.4.5|. Reported procedure: 4-Hydroxyacetophenone phenylhydrazine (47 g.) was fused with 250 g. zinc chloride (10 min. at 180° C.), poured into 3 1. of 0.3 N HCl, heated and stirred for one hour on the steam bath, cooled to 0° and filtered. The precipitant was extracted with boiling pet. ether and allowed to stand. 2-(4-Hydroxyphenyl)indole (17 g., m.p. 224°-229°) was isolated. A well-stirred mixture of 2-(4-hydroxyphenyl)indole (0.1 mole), iodoethane (0.1 mole) and sodium bicarbonate (0.12 mole) in 200 ml. of acetone was ... Reactants: N1=C(C=CC=C1)C(=O)O (picolic acid), C(C)(C)(C)C1=NC(=CC(=N1)N1CCN(CC1)CCCCN)C1CCC1 (4-[4-(2-tert-butyl-6-cyclobutyl-pyrimidin-4-yl)-piperazin-1-yl]-butylamine), C(C)(C)N(CC)C(C)C (diisopropylethylamine), OC1=CC=CC=2NN=NC21 (hydroxybenzotriazole), Cl.C(C)N=C=NCCCN(C)C (N-ethyl-N′-(3-dimethylaminopropyl)-carbodiimide hydrochloride), Cl.C(C)N=C=NCCCN(C)C (N-Ethyl-N′-(3-dimethylaminopropyl)-carbodiimide hydrochloride). Solvent: ClCCl (dichloromethane), ClCCl (dichloromethane). Conditions: time 16 hour. Product: Cl.C(C)(C)(C)C1=NC(=CC(=N1)N1CCN(CC1)CCCCNC(=O)C1=NC=CC=C1)C1CCC1 (Pyridine-2-carboxylic acid {4-[4-(2-tert-butyl-6-cyclobutyl-pyrimidin-4-yl)-piperazin-1-yl]-butyl}-amide hydrochloride). Yield: 84.1%. Reaction SMILES: [N:1]1[CH:6]=[CH:5][CH:4]=[CH:3][C:2]=1[C:7]([OH:9])=O.[C:10]([C:14]1[N:19]=[C:18]([N:20]2[CH2:25][CH2:24][N:23]([CH2:26][CH2:27][CH2:28][CH2:29][NH2:30])[CH2:22][CH2:21]2)[CH:17]=[C:16]([CH:31]2[CH2:34][CH2:33][CH2:32]2)[N:15]=1)([CH3:13])([CH3:12])[CH3:11].C(N(C(C)C)CC)(C)C.OC1C2N=NNC=2C=CC=1.[ClH:54].C(N=C=NCCCN(C)C)C>ClCCl>[ClH:54].[C:10]([C:14]1[N:19]=[C:18]([N:20]2[CH2:21][CH2:22][N:23]([CH2:26][CH2:27][CH2:28][CH2:29][NH:30][C:7]([C:2]3[CH:3]=[CH:4][CH:5]=[CH:6][N:1]=3)=[O:9])[CH2:24][CH2:25]2)[CH:17]=[C:16]([CH:31]2[CH2:34][CH2:33][CH2:32]2)[N:15]=1)([CH3:13])([CH3:11])[CH3:12] |f:4.5,7.8|. Reported procedure: 0.28 g of picolic acid (2.32 mmol) and 0.8 g of 4-[4-(2-tert-butyl-6-cyclobutyl-pyrimidin-4-yl)-piperazin-1-yl]-butylamine (2.32 mmol) were dissolved in 30 ml of dichloromethane. After addition of 1.19 g of diisopropylethylamine (9.26 mmol), 0.155 g of hydroxybenzotriazole (HOBt, 1.15 mmol), and 0.487 g of N-ethyl-N′-(3-dimethylaminopropyl)-carbodiimide hydrochloride (EDCl, 2.54 mmol) at 0° C., the reaction mixture was stirred for 16 h at room temperature. 0.24 g of N-Ethyl-N′-(3-dimethylaminopr... The reactants are Cl (hydrochloric acid), C(C)[Mg]Br (ethyl magnesium bromide), CCOCC (ether), C(C)OC(=O)[C@@H]1N([C@@H](CC1)C1=CC(=C(C(=C1)F)F)F)CC1=CC=CC=C1 ((2R,5S)-1-benzyl-5-(3,4,5-trifluorophenyl)pyrrolidine-2-carboxylic acid ethyl ester). The reagents and catalysts are CC([O-])C.CC([O-])C.CC([O-])C.CC([O-])C.[Ti+4] (titanium tetraisopropoxide). Run in C(C)(=O)OCC (Ethyl acetate). Run at time 15 hour. The product is C(C1=CC=CC=C1)N1[C@H](CC[C@H]1C1=CC(=C(C(=C1)F)F)F)C1(CC1)O (1-[(2R,5S)-1-benzyl-5-(3,4,5-trifluorophenyl)pyrrolidine-2-yl]cyclopropanol). As a reaction SMILES: [CH2:1]([Mg]Br)[CH3:2].CCOCC.C([O:12][C:13]([C@H:15]1[CH2:19][CH2:18][C@@H:17]([C:20]2[CH:25]=[C:24]([F:26])[C:23]([F:27])=[C:22]([F:28])[CH:21]=2)[N:16]1[CH2:29][C:30]1[CH:35]=[CH:34][CH:33]=[CH:32][CH:31]=1)=O)C.Cl>CC(C)[O-].CC(C)[O-].CC(C)[O-].CC(C)[O-].[Ti+4].C(OCC)(=O)C>[CH2:29]([N:16]1[C@H:17]([C:20]2[CH:25]=[C:24]([F:26])[C:23]([F:27])=[C:22]([F:28])[CH:21]=2)[CH2:18][CH2:19][C@@H:15]1[C:13]1([OH:12])[CH2:2][CH2:1]1)[C:30]1[CH:31]=[CH:32][CH:33]=[CH:34][CH:35]=1 |f:4.5.6.7.8|. Procedure details: Under a nitrogen atmosphere and at room temperature, ethyl magnesium bromide (8.49 mL, tetrahydrofuran 1M solution) was added dropwise over 1 hour into an ether (10 mL) solution of (2R,5S)-1-benzyl-5-(3,4,5-trifluorophenyl)pyrrolidine-2-carboxylic acid ethyl ester (1.03 g) and titanium tetraisopropoxide (209 μL). The resultant was stirred at the same temperature for 15 hours. The reaction solution was ice-cold, and 1 N hydrochloric acid was added, stirring was continued for 30 minutes at the sam... The reactants are CN(N(C(=O)[C@]1(CN(CCC1)C([C@@H](CC1=CNC2=CC=CC=C12)N)=O)CC1=CC=CC=C1)C)C (1-[(2R)-2-amino-3-(1H-indol-3-yl)propionyl]-(3S)-3-benzylpiperidine-3-carboxylic acid trimethylhydrazide), ON1N=NC2=C1N=CC=C2 (1-hydroxy-7-azabenzotriazole), Cl.C(C)N=C=NCCCN(C)C (1-ethyl-3-(3-dimethylaminopropyl)carbodiimid hydrochloride), C(C)(C)N(CC)C(C)C (diisopropylethylamine), SiO2, CN(N(C(=O)[C@@]1(CN(CCC1)C([C@@H](CC1=CNC2=CC=CC=C12)N)=O)CC1=CC=CC=C1)C)C (1-[(2R)-2-amino-3-(1H-indol-3-yl)propionyl]-(3R)-3-benzylpiperidine-3-carboxylic acid trimethylhydrazide), N(C(C)(C)C(=O)O)C(=O)OC(C)(C)C (Boc-Aib-OH). The solvent is CCOC(=O)C (EtOAc), CC(=O)N(C)C (dimethylacetamide), CC(=O)N(C)C (dimethylacetamide). Conditions: time 3 hour. Product: C(C)(C)(C)OC(NC(C)(C)C(N[C@@H](C(=O)N1C[C@@](CCC1)(C(=O)N(N(C)C)C)CC1=CC=CC=C1)CC1=CNC2=CC=CC=C12)=O)=O ({1-[(1R)-2-[(3S)-3-benzyl-3-(N,N′,N′-trimethylhydrazinocarbonyl)piperidin-1-yl]-1-(1H--indol-3-ylmethyl)-2-oxo-ethylcarbamoyl]-1-methylethyl}carbamic acid tert-butyl ester). Reaction SMILES: [NH:1]([C:8]([O:10][C:11]([CH3:14])([CH3:13])[CH3:12])=[O:9])[C:2]([C:5]([OH:7])=O)([CH3:4])[CH3:3].ON1C2N=CC=CC=2N=N1.Cl.C(N=C=NCCCN(C)C)C.C(N(C(C)C)CC)(C)C.[CH3:46][N:47]([CH3:79])[N:48]([CH3:78])[C:49]([C@@:51]1([CH2:71][C:72]2[CH:77]=[CH:76][CH:75]=[CH:74][CH:73]=2)[CH2:56][CH2:55][CH2:54][N:53]([C:57](=[O:70])[C@H:58]([NH2:69])[CH2:59][C:60]2[C:68]3[C:63](=[CH:64][CH:65]=[CH:66][CH:67]=3)[NH:62][CH:61]=2)[CH2:52]1)=[O:50].CN(C)N(C)C([C@]1(CC2C=CC=CC=2)CCCN(C(=O)[C@H](N)CC2C3C(=CC=CC=3)NC=2)C1)=O>CC(N(C)C)=O.CCOC(C)=O>[C:11]([O:10][C:8](=[O:9])[NH:1][C:2]([C:5](=[O:7])[NH:69][C@H:58]([CH2:59][C:60]1[C:68]2[C:63](=[CH:64][CH:65]=[CH:66][CH:67]=2)[NH:62][CH:61]=1)[C:57]([N:53]1[CH2:54][CH2:55][CH2:56][C@@:51]([CH2:71][C:72]2[CH:77]=[CH:76][CH:75]=[CH:74][CH:73]=2)([C:49]([N:48]([CH3:78])[N:47]([CH3:79])[CH3:46])=[O:50])[CH2:52]1)=[O:70])([CH3:3])[CH3:4])([CH3:14])([CH3:13])[CH3:12] |f:2.3|. Procedure: Boc-Aib-OH (11,9 g, 58,4 mmol) was dissolved in dimethylacetamide (125 ml) in a one-neck roundbottom flask (500 ml) equipped with a magnetic stirrer and nitrogen bubbler. To the stirred solution at room temperature were added 1-hydroxy-7-azabenzotriazole (7,95 g, 58,4 mmol), 1-ethyl-3-(3-dimethylaminopropyl)carbodiimid hydrochloride (11,2 g, 58,4 mmol), and diisopropylethylamine (13,0 ml, 75,8 mmol). After 20 min. (yellow with precipitation) a solution of the product from step h which is either ... Starting materials: CS\C(=C/[N+](=O)[O-])\N1C[C@@H]([C@H](CC1)C(=O)N1C[C@H](CC1)C1=CC=CC=C1)C(=O)OC (methyl(3R,4S)-1-[(Z)-1-(methylthio)-2-nitrovinyl]-4-[(3R)-3-phenylpyrrolidin-1-yl]carbonylpiperidine-3-carboxylate), C(C)O (ethanol), N1CCCCC1 (piperidine). Conditions: temperature 85 celsius. Yields the product [N+](=O)([O-])/C=C(\N1CCCCC1)/N1C[C@@H]([C@H](CC1)C(=O)N1C[C@H](CC1)C1=CC=CC=C1)C(=O)OC (methyl(3R,4S)-1-[(E)-2-nitro-1-piperidin-1-ylvinyl]-4-[(3R)-3-phenylpyrrolidin-1-yl]carbonylpiperidine-3-carboxylate). Yield: 70.5%. Reaction SMILES: CS/[C:3](/[N:8]1[CH2:13][CH2:12][C@H:11]([C:14]([N:16]2[CH2:20][CH2:19][C@H:18]([C:21]3[CH:26]=[CH:25][CH:24]=[CH:23][CH:22]=3)[CH2:17]2)=[O:15])[C@@H:10]([C:27]([O:29][CH3:30])=[O:28])[CH2:9]1)=[CH:4]\[N+:5]([O-:7])=[O:6].C(O)C.[NH:34]1[CH2:39][CH2:38][CH2:37][CH2:36][CH2:35]1>>[N+:5](/[CH:4]=[C:3](/[N:8]1[CH2:13][CH2:12][C@H:11]([C:14]([N:16]2[CH2:20][CH2:19][C@H:18]([C:21]3[CH:26]=[CH:25][CH:24]=[CH:23][CH:22]=3)[CH2:17]2)=[O:15])[C@@H:10]([C:27]([O:29][CH3:30])=[O:28])[CH2:9]1)\[N:34]1[CH2:39][CH2:38][CH2:37][CH2:36][CH2:35]1)([O-:7])=[O:6]. Reported procedure: To a stirred solution of methyl(3R,4S)-1-[(Z)-1-(methylthio)-2-nitrovinyl]-4-[(3R)-3-phenylpyrrolidin-1-yl]carbonylpiperidine-3-carboxylate (81.0 mg, 0.000187 mol) in ethanol (3.0 mL, 0.051 mol) was added piperidine (92.8 uL, 0.000934 mol). The reaction mixture was heated to reflux (oil bath temperature: 85° C.) for 17 h 45 min. The reaction mixture was concentrated in vacuo. The residue was purified by Combiflash with 0-8% MeOH/CH2Cl2 to give the product as a yellow solid (62 mg, 71% in yield).... Reactants: ClC1=NC=NC2=CC(=CC(=C12)OC1CCN(CC1)C)OC (4-chloro-7-methoxy-5-(N-methylpiperidin-4-yloxy)quinazoline), NC1=CC=CC=2C(=COC21)Cl (7-amino-3-chlorobenzofuran). Reaction SMILES: [Cl:1][C:2]1[C:11]2[C:6](=[CH:7][C:8]([O:20][CH3:21])=[CH:9][C:10]=2[O:12][CH:13]2[CH2:18][CH2:17][N:16]([CH3:19])[CH2:15][CH2:14]2)[N:5]=[CH:4][N:3]=1.[NH2:22][C:23]1[C:31]2[O:30][CH:29]=[C:28]([Cl:32])[C:27]=2[CH:26]=[CH:25][CH:24]=1>>[ClH:1].[ClH:32].[Cl:32][C:28]1[C:27]2[CH:26]=[CH:25][CH:24]=[C:23]([NH:22][C:2]3[C:11]4[C:6](=[CH:7][C:8]([O:20][CH3:21])=[CH:9][C:10]=4[O:12][CH:13]4[CH2:18][CH2:17][N:16]([CH3:19])[CH2:15][CH2:14]4)[N:5]=[CH:4][N:3]=3)[C:31]=2[O:30][CH:29]=1 |f:2.3.4|. Reported procedure: Using an analogous procedure to that described in Example 5, 4-chloro-7-methoxy-5-(N-methylpiperidin-4-yloxy)quinazoline was reacted with 7-amino-3-chlorobenzofuran to give the title compound, a portion of which was treated with a saturated methanolic ammonia solution. The mixture was filtered and the filtrate was evaporated to give the free base; NMR Spectrum: (CDCl3) 2.0-2.4 (m, 6H), 2.33 (s, 3H), 2.9 (m, 2H), 3.93 (s, 3H), 4.6 (m, 1H), 6.56 (s, 1H), 6.9 (s, 1H), 7.3-7.4 (m, 2H), 7.7 (br s, 1H... Product: Cl.Cl.ClC1=COC2=C1C=CC=C2NC2=NC=NC1=CC(=CC(=C21)OC2CCN(CC2)C)OC (4-(3-chlorobenzofuran-7-ylamino)-7-methoxy-5-(N-methylpiperidin-4-yloxy)quinazoline dihydrochloride). The reactants are C(C)(C)(C)[SiH2]OC([C@@H]1CCC(N1)=O)(C)C ((S)-5-(tert-butyl-dimethyl-silanyloxymethyl)-pyrrolidin-2-one), BrC=1C=NC=C(C1)CCl (3-bromo-5-chloromethyl-pyridine), [H-].[Na+] (NaH). Yields the product BrC=1C=C(C=NC1)CN1C(CC[C@H]1C(O[SiH2]C(C)(C)C)(C)C)=O ((S)-1-(5-Bromo-pyridin-3-ylmethyl)-5-(tert-butyl-dimethyl-silanyloxymethyl)-pyrrolidin-2-one). RXN SMILES: [C:1]([SiH2:5][O:6][C:7]([CH3:15])([CH3:14])[C@H:8]1[NH:12][C:11](=[O:13])[CH2:10][CH2:9]1)([CH3:4])([CH3:3])[CH3:2].[Br:16][C:17]1[CH:18]=[N:19][CH:20]=[C:21]([CH2:23]Cl)[CH:22]=1.[H-].[Na+]>>[Br:16][C:17]1[CH:22]=[C:21]([CH2:23][N:12]2[C@H:8]([C:7]([CH3:15])([CH3:14])[O:6][SiH2:5][C:1]([CH3:4])([CH3:2])[CH3:3])[CH2:9][CH2:10][C:11]2=[O:13])[CH:20]=[N:19][CH:18]=1 |f:2.3|. Procedure: In analogy to the procedure described for the preparation of intermediates A-12 [B], (S)-5-(tert-butyl-dimethyl-silanyloxymethyl)-pyrrolidin-2-one was reacted with 3-bromo-5-chloromethyl-pyridine (intermediate A-12 [A]) in presence of NaH to give the title compound as a colorless oil. MS: 399.2, 401.2 (M+H+).